The task is: describe an organic reaction: reactants, conditions, products, and yield. This data is from the Open Reaction Database (ORD), a public repository of structured organic reaction records. The reactants are BrC=1C(N(C=C(C1)Br)C)=O (3,5-dibromo-1-methylpyridin-2(1H)-one), NC1=CC=C(C=N1)N1C(CN(CC1)C(=O)OC(C)(C)C)=O (tert-Butyl 4-(6-aminopyridin-3-yl)-3-oxopiperazine-1-carboxylate), C([O-])([O-])=O.[Cs+].[Cs+] (cesium carbonate), CC1(C2=C(C(=CC=C2)P(C3=CC=CC=C3)C4=CC=CC=C4)OC5=C(C=CC=C51)P(C6=CC=CC=C6)C7=CC=CC=C7)C (Xantphos). The reagents and catalysts are C=1C=CC(=CC1)/C=C/C(=O)/C=C/C2=CC=CC=C2.C=1C=CC(=CC1)/C=C/C(=O)/C=C/C2=CC=CC=C2.C=1C=CC(=CC1)/C=C/C(=O)/C=C/C2=CC=CC=C2.[Pd].[Pd] (tris(dibenzylideneacetone)dipalladium(0)). Solvent: O1CCOCC1 (1,4-dioxane). The product is BrC=1C=C(C(N(C1)C)=O)NC1=CC=C(C=N1)N1C(CN(CC1)C(=O)OC(C)(C)C)=O (tert-Butyl 4-(6-(5-Bromo-1-methyl-2-oxo-1,2-dihydropyridin-3-ylamino)pyridin-3-yl)-3-oxopiperazine-1-carboxylate). Yield: 84.3%. Reaction SMILES: Br[C:2]1[C:3](=[O:10])[N:4]([CH3:9])[CH:5]=[C:6]([Br:8])[CH:7]=1.[NH2:11][C:12]1[N:17]=[CH:16][C:15]([N:18]2[CH2:23][CH2:22][N:21]([C:24]([O:26][C:27]([CH3:30])([CH3:29])[CH3:28])=[O:25])[CH2:20][C:19]2=[O:31])=[CH:14][CH:13]=1.C(=O)([O-])[O-].[Cs+].[Cs+].CC1(C)C2C(=C(P(C3C=CC=CC=3)C3C=CC=CC=3)C=CC=2)OC2C(P(C3C=CC=CC=3)C3C=CC=CC=3)=CC=CC1=2>C1C=CC(/C=C/C(/C=C/C2C=CC=CC=2)=O)=CC=1.C1C=CC(/C=C/C(/C=C/C2C=CC=CC=2)=O)=CC=1.C1C=CC(/C=C/C(/C=C/C2C=CC=CC=2)=O)=CC=1.[Pd].[Pd].O1CCOCC1>[Br:8][C:6]1[CH:7]=[C:2]([NH:11][C:12]2[N:17]=[CH:16][C:15]([N:18]3[CH2:23][CH2:22][N:21]([C:24]([O:26][C:27]([CH3:29])([CH3:28])[CH3:30])=[O:25])[CH2:20][C:19]3=[O:31])=[CH:14][CH:13]=2)[C:3](=[O:10])[N:4]([CH3:9])[CH:5]=1 |f:2.3.4,6.7.8.9.10|. Procedure details: A 100-mL three-neck round-bottomed flask equipped with a magnetic stirrer, nitrogen inlet and reflux condenser was charged with 3,5-dibromo-1-methylpyridin-2(1H)-one (530 mg, 1.99 mmol), 121b (580 mg, 1.99 mmol), cesium carbonate (1.43 g, 4.40 mmol) and 1,4-dioxane (30 mL). After bubbling nitrogen through the resulting mixture for 20 minutes, Xantphos (98.4 mg, 0.170 mmol) and tris(dibenzylideneacetone)dipalladium(0) (91.6 mg, 0.100 mmol) were added, and the reaction mixture was heated at reflux... The reactants are CC=1C=CC(=NC1)N (5-methylpyridin-2-amine), CC1=NOC(=C1COC1=CC=C(C=C1)S(=O)(=O)Cl)C (4-((3,5-dimethylisoxazol-4-yl)methoxy)benzene-1-sulfonyl chloride). The solvent is N1=CC=CC=C1 (pyridine). Conditions: time 8 hour. Yields the product CC1=NOC(=C1COC1=CC=C(C=C1)S(=O)(=O)NC1=NC=C(C=C1)C)C (4-((3,5-dimethylisoxazol-4-yl)-methoxy)-N-(5-methylpyridin-2-yl)benzenesulfonamide). RXN SMILES: [CH3:1][C:2]1[CH:3]=[CH:4][C:5]([NH2:8])=[N:6][CH:7]=1.[CH3:9][C:10]1[C:14]([CH2:15][O:16][C:17]2[CH:22]=[CH:21][C:20]([S:23](Cl)(=[O:25])=[O:24])=[CH:19][CH:18]=2)=[C:13]([CH3:27])[O:12][N:11]=1>N1C=CC=CC=1>[CH3:9][C:10]1[C:14]([CH2:15][O:16][C:17]2[CH:18]=[CH:19][C:20]([S:23]([NH:8][C:5]3[CH:4]=[CH:3][C:2]([CH3:1])=[CH:7][N:6]=3)(=[O:25])=[O:24])=[CH:21][CH:22]=2)=[C:13]([CH3:27])[O:12][N:11]=1. Reported procedure: To a solution of 5-methylpyridin-2-amine (54 mg, 0.5 mmol) in pyridine (5 mL) stirred at room temperature, was added 4-((3,5-dimethylisoxazol-4-yl)methoxy)benzene-1-sulfonyl chloride (0.151 g, 0.5 mmol). The reaction was stirred at room temperature overnight. The solvent was then removed under a stream of nitrogen to give the crude product, which was used directly in the next reaction with no purification. LCMS (2 min, formic) Rt 0.84 min, m/z (ES+) 374 (M+H). Procedure: To a solution of Compound (37) (573 mg, 1.00 mmol) in 60 ml of ethanol were added 306 mg (3.00 mmol) of N-aminomorpholine and 328 μl (3.51 mmol) of trifluoroacetic acid. The reaction was allowed to proceed for 72 hours. The reaction mixture was then concentrated under reduced pressure. The residue was purified by a silica gel column chromatography (silica gel 100 g; n-hexane:ethyl acetate=7:3) to give 265 mg (40%) of Compound (60). Run at time 72 hour. Product: C(C1=CC=CC=C1)OC=1C2=C(C=3CN(C(C3C1)=O)C(=O)OC(C)(C)C)O[C@]13[C@](C2)([C@H](CC[C@H]1C(C(CC3)=NN3CCOCC3)(C)C)C)C ((6aR,7S,9aS,13aS)-5-benzyloxy-2-(t-butoxycarbonyl)-2,3,6,6a,7,8,9,9a,10,11,12,13-dodecahydro-6a,7,10,10-tetramethyl-11-(1-oxa-4-azacyclohex-4-yl)imino-3-oxo-1H-benzo[8,8a][1]benzopyrano[2,3-e]isoindole). Isolated yield 40.3%. As a reaction SMILES: [CH2:1]([O:8][C:9]1[C:10]2[CH2:29][C@:28]3([CH3:42])[C@@H:30]([CH3:41])[CH2:31][CH2:32][C@H:33]4[C:34]([CH3:40])([CH3:39])[C:35](=O)[CH2:36][CH2:37][C@@:27]34[O:26][C:11]=2[C:12]2[CH2:13][N:14]([C:19]([O:21][C:22]([CH3:25])([CH3:24])[CH3:23])=[O:20])[C:15](=[O:18])[C:16]=2[CH:17]=1)[C:2]1[CH:7]=[CH:6][CH:5]=[CH:4][CH:3]=1.[NH2:43][N:44]1[CH2:49][CH2:48][O:47][CH2:46][CH2:45]1.FC(F)(F)C(O)=O>C(O)C>[CH2:1]([O:8][C:9]1[C:10]2[CH2:29][C@:28]3([CH3:42])[C@@H:30]([CH3:41])[CH2:31][CH2:32][C@H:33]4[C:34]([CH3:39])([CH3:40])[C:35](=[N:43][N:44]5[CH2:49][CH2:48][O:47][CH2:46][CH2:45]5)[CH2:36][CH2:37][C@@:27]34[O:26][C:11]=2[C:12]2[CH2:13][N:14]([C:19]([O:21][C:22]([CH3:23])([CH3:25])[CH3:24])=[O:20])[C:15](=[O:18])[C:16]=2[CH:17]=1)[C:2]1[CH:3]=[CH:4][CH:5]=[CH:6][CH:7]=1. The reactants are C(C1=CC=CC=C1)OC=1C2=C(C=3CN(C(C3C1)=O)C(=O)OC(C)(C)C)O[C@]13[C@](C2)([C@H](CC[C@H]1C(C(CC3)=O)(C)C)C)C ((6aR,7S,9aS,13aS)-5-benzyloxy-2-(t-butoxycarbonyl)-2,3,6,6a,7,8,9,9a,10,11,12,13-dodecahydro-6a,7,10,10-tetramethyl-3, 11-dioxo-1H-benzo[8,8a][1]benzopyrano[2,3-e]isoindole), NN1CCOCC1 (N-aminomorpholine), FC(C(=O)O)(F)F (trifluoroacetic acid). The solvent is C(C)O (ethanol). The reactants are CN(C1=CC=CC=C1)C (Dimethylaniline), FC=1C(NC(NC1)=O)=O (5-fluorouracil), P(=O)(Cl)(Cl)Cl (phosphorus oxychloride), ice, Cl (HCl). Conditions: time 3.5 hour. The product is FC=1C(=NC(=NC1)Cl)Cl (5-fluoro-2,4-dichloro-pyrimidine). As a reaction SMILES: CN(C)C1C=CC=CC=1.[F:10][C:11]1[C:12](=O)[NH:13][C:14](=O)[NH:15][CH:16]=1.P(Cl)(Cl)([Cl:21])=O.[ClH:24]>>[F:10][C:11]1[C:12]([Cl:21])=[N:13][C:14]([Cl:24])=[N:15][CH:16]=1. Procedure details: Example 30A was also prepared as follows. Dimethylaniline (195 mL, 1.54 mol) was added to a slurry of 5-fluorouracil (99.73 g, 0.77 mol) in phosphorus oxychloride (215 mL, 2.31 mol) at 95° C. under a nitrogen atmosphere. The reaction mixture was stirred at this temperature for 3.5 h, cooled to room temperature and then slowly added to a stirred mixture of ice (200 g) and 6 M HCl (200 mL). The resulting slurry was extracted with dichloromethane (2×400 mL) and the combined organic extracts were wa... The reactants are C(=S)(Cl)Cl (Thiophosgene), CC(C)(C)C=1C=C(C=C(C1O)C(C)(C)C)SCCC(=O)NN (3-[[3,5-bis(1,1-dimethylethyl)-4-hydroxyphenyl]thio]propanoic acid hydrazide), C(C)(=O)OCC (ethyl acetate), C([O-])(O)=O.[Na+] (sodium bicarbonate). Run in O1CCCC1 (tetrahydrofuran). Run at time 10 minute. Product: CC(C)(C)C=1C=C(C=C(C1O)C(C)(C)C)SCCC1=NNC(O1)=S (5-[2-[[3,5-bis(1,1-dimethylethyl)-4-hydroxyphenyl]thio]ethyl]-1,3,4-oxadiazole-2(3H)-thione). The yield is 62.0%. Reaction SMILES: [C:1](Cl)(Cl)=[S:2].[CH3:5][C:6]([C:9]1[CH:10]=[C:11]([S:20][CH2:21][CH2:22][C:23]([NH:25][NH2:26])=[O:24])[CH:12]=[C:13]([C:16]([CH3:19])([CH3:18])[CH3:17])[C:14]=1[OH:15])([CH3:8])[CH3:7].C(OCC)(=O)C.C(=O)(O)[O-].[Na+]>O1CCCC1>[CH3:8][C:6]([C:9]1[CH:10]=[C:11]([S:20][CH2:21][CH2:22][C:23]2[O:24][C:1](=[S:2])[NH:26][N:25]=2)[CH:12]=[C:13]([C:16]([CH3:17])([CH3:18])[CH3:19])[C:14]=1[OH:15])([CH3:5])[CH3:7] |f:3.4|. Procedure details: Thiophosgene (0.34 mL, 4.40 mmol) is added dropwise to a -78° C. solution of 3-[[3,5-bis(1,1-dimethylethyl)-4-hydroxyphenyl]thio]propanoic acid hydrazide (1.5 g, 4.40 mmol) in tetrahydrofuran (150 mL). The reaction mixture is stirred for 10 minutes then poured into a separatory funnel containing ethyl acetate and aqueous sodium bicarbonate. The organic phase is washed three times with water and once with brine. Drying the organic phase over magnesium sulfate and evaporation gives a heavy oil whi...